This data is from the Open Reaction Database (ORD), a public repository of structured organic reaction records. The task is: describe an organic reaction: reactants, conditions, products, and yield Reactants: [Br-], CCC[Mg+], CCCBr, [Cl-], CN(C)CC(=O)c1cccn1Cc1ccccc1F, [Mg+2], [Mg], [NH4+], [OH-], [OH-]. Yields the product CCCC(O)(CN(C)C)c1cccn1Cc1ccccc1F. Reaction SMILES: [Br-:20].[CH2:21]([CH2:22][CH3:23])[Mg+:24].[CH2:26]([Br:27])[CH2:28][CH3:29].[Cl-:30].[F:1][c:2]1[c:3]([CH2:4][n:5]2[c:6]([C:10]([CH2:11][N:12]([CH3:13])[CH3:14])=[O:15])[cH:7][cH:8][cH:9]2)[cH:16][cH:17][cH:18][cH:19]1.[Mg+2:33].[Mg:25].[NH4+:31].[OH-:32].[OH-:34]>>[F:1][c:2]1[c:3]([CH2:4][n:5]2[c:6]([C:10]([CH2:11][N:12]([CH3:13])[CH3:14])([OH:15])[CH2:21][CH2:22][CH3:23])[cH:7][cH:8][cH:9]2)[cH:16][cH:17][cH:18][cH:19]1. The reactants are ClC=1C=C2C(CN(CC2=C(C1)Cl)C)C=1C=C(C=CC1)NC(C)=O (N-[3-(6,8-dichloro-2-methyl-1,2,3,4-tetrahydro-isoquinolin-4-yl)-phenyl]-acetamide), CS(=O)(=O)C1=CC=C(CNC)C=C1 ((4-methanesulfonyl-benzyl)-methyl-amine), C(C)[O-].[Na+] (sodium ethanolate). The product is ClC=1C=C2C(CN(CC2=C(C1)Cl)C)C=1C=C(C=CC1)N (3-(6,8-Dichloro-2-methyl-1,2,3,4-tetrahydro-isoquinolin-4-yl)-phenylamine). Reaction SMILES: [Cl:1][C:2]1[CH:3]=[C:4]2[C:9](=[C:10]([Cl:12])[CH:11]=1)[CH2:8][N:7]([CH3:13])[CH2:6][CH:5]2[C:14]1[CH:15]=[C:16]([NH:20]C(=O)C)[CH:17]=[CH:18][CH:19]=1.CS(C1C=CC(CNC)=CC=1)(=O)=O.C([O-])C.[Na+]>>[Cl:1][C:2]1[CH:3]=[C:4]2[C:9](=[C:10]([Cl:12])[CH:11]=1)[CH2:8][N:7]([CH3:13])[CH2:6][CH:5]2[C:14]1[CH:15]=[C:16]([NH2:20])[CH:17]=[CH:18][CH:19]=1 |f:2.3|. Procedure details: Acetyl was eliminated from N-[3-(6,8-dichloro-2-methyl-1,2,3,4-tetrahydro-isoquinolin-4-yl)-phenyl]-acetamide (example 34) by the method described in example 17, intermediate 1, in the presence of sodium ethanolate. Starting materials: C(C)(C)(C)OC(=O)N1[C@@H](CC(C1)=NOC)C(=O)O ((2S,4EZ)-1-(tert-butoxycarbonyl)-4-(methoxyimino)-2-pyrrolidinecarboxylic acid), CC1=C(C=CC=C1)C=1C(=CC=CC1)C(=O)O (2′-methyl[1,1′-biphenyl]carboxylic acid), N (ammonia). Product: CON=C1C[C@H](N(C1)C(=O)C1=CC=C(C=C1)C1=C(C=CC=C1)C)C(=O)N ((2S,4EZ)-4-(methoxyimino)-1-[(2′-methyl[1,1′-biphenyl]-4-yl)carbonyl]-2-pyrrolidinecarboxamide). RXN SMILES: C(O[C:6]([N:8]1[CH2:12][C:11](=[N:13][O:14][CH3:15])[CH2:10][C@H:9]1[C:16]([OH:18])=O)=[O:7])(C)(C)C.[CH3:19][C:20]1[CH:25]=[CH:24][CH:23]=[CH:22][C:21]=1[C:26]1[C:27](C(O)=O)=[CH:28][CH:29]=[CH:30][CH:31]=1.[NH3:35]>>[CH3:15][O:14][N:13]=[C:11]1[CH2:12][N:8]([C:6]([C:29]2[CH:28]=[CH:27][C:26]([C:21]3[CH:22]=[CH:23][CH:24]=[CH:25][C:20]=3[CH3:19])=[CH:31][CH:30]=2)=[O:7])[C@H:9]([C:16]([NH2:35])=[O:18])[CH2:10]1. Procedure details: Following the general method as outlined in Example 22, starting from (2S,4EZ)-1-(tert-butoxycarbonyl)-4-(methoxyimino)-2-pyrrolidinecarboxylic acid, 2′-methyl[1,1′-biphenyl]carboxylic acid, and ammonia (0.5M in dioxane), the title compound was obtained in 88% purity by HPLC. MS(ESI+): m/z=352. The reactants are C=O, CC1NOCCc2ccccc21, O=CO. Product: CC1c2ccccc2CCON1C. RXN SMILES: [CH2:13]=[O:14].[CH3:1][CH:2]1[NH:3][O:4][CH2:5][CH2:6][c:7]2[c:8]1[cH:9][cH:10][cH:11][cH:12]2.[CH:15]([OH:16])=[O:17]>>[CH3:1][CH:2]1[N:3]([CH3:13])[O:4][CH2:5][CH2:6][c:7]2[c:8]1[cH:9][cH:10][cH:11][cH:12]2. Starting materials: C1CCOC1, Cc1cc(-c2cc(O)c(SCc3ccccc3)c(=O)o2)cc(C)c1O[Si](C)(C)C(C)(C)C, Cl. Yields the product Cc1cc(-c2cc(O)c(SCc3ccccc3)c(=O)o2)cc(C)c1O. RXN SMILES: [CH2:34]1[O:35][CH2:36][CH2:37][CH2:38]1.[CH3:1][c:2]1[cH:3][c:4](-[c:17]2[cH:18][c:19]([OH:32])[c:20]([S:24][CH2:25][c:26]3[cH:27][cH:28][cH:29][cH:30][cH:31]3)[c:21](=[O:23])[o:22]2)[cH:5][c:6]([CH3:16])[c:7]1[O:8][Si:9]([CH3:10])([CH3:11])[C:12]([CH3:13])([CH3:14])[CH3:15].[ClH:33]>>[CH3:1][c:2]1[cH:3][c:4](-[c:17]2[cH:18][c:19]([OH:32])[c:20]([S:24][CH2:25][c:26]3[cH:27][cH:28][cH:29][cH:30][cH:31]3)[c:21](=[O:23])[o:22]2)[cH:5][c:6]([CH3:16])[c:7]1[OH:8]. Starting materials: C(C1=CC=CC=C1)OC=1C=CC(=NC1)CCC (5-Benzyloxy-2-n-propylpyridine), C(C1=CC=CC=C1)OC1=CC=C(C(CBr)=O)C=C1 (4-benzyloxyphenacylbromide), C(O)([O-])=O.[Na+] (sodium hydrogen carbonate). The solvent is CC(=O)C (acetone). The product is C(C1=CC=CC=C1)OC1=CN2C=C(C(=C2C=C1)CC)C1=CC=C(C=C1)OCC1=CC=CC=C1 (6-benzyloxy-2-(4-benzyloxyphenyl)-1-ethylindolizine). The yield is 78.7%. RXN SMILES: [CH2:1]([O:8][C:9]1[CH:10]=[CH:11][C:12]([CH2:15][CH2:16][CH3:17])=[N:13][CH:14]=1)[C:2]1[CH:7]=[CH:6][CH:5]=[CH:4][CH:3]=1.[CH2:18]([O:25][C:26]1[CH:35]=[CH:34][C:29]([C:30](=O)[CH2:31]Br)=[CH:28][CH:27]=1)[C:19]1[CH:24]=[CH:23][CH:22]=[CH:21][CH:20]=1.C(=O)([O-])O.[Na+]>CC(C)=O>[CH2:1]([O:8][C:9]1[CH:10]=[CH:11][C:12]2[N:13]([CH:31]=[C:30]([C:29]3[CH:34]=[CH:35][C:26]([O:25][CH2:18][C:19]4[CH:24]=[CH:23][CH:22]=[CH:21][CH:20]=4)=[CH:27][CH:28]=3)[C:15]=2[CH2:16][CH3:17])[CH:14]=1)[C:2]1[CH:3]=[CH:4][CH:5]=[CH:6][CH:7]=1 |f:2.3|. Reported procedure: 5-Benzyloxy-2-n-propylpyridine (50.15 g, 221 mmol) and 4-benzyloxyphenacylbromide (67.34 g, 221 mmol) was dissolved in 400 ml of dry acetone under a nitrogen atmosphere. The mixture was heated to reflux for 5 days. The reaction was cooled to room temperature and the solvent was removed. The remaining quaternary salt was suspended in 250 ml of water and 250 ml of diethyl ether and filtered off. The dried salt was suspended in 600 ml of water and sodium hydrogen carbonate (74 g, 884 mmol) was adde... Reactants: CC#N, CCC(CC)Nc1cc(N2CCc3cc(Cl)cc(Cl)c32)nc(C)n1, O=C1CCC(=O)N1Cl. Yields the product CCC(CC)Nc1nc(C)nc(N2CCc3cc(Cl)cc(Cl)c32)c1Cl. As a reaction SMILES: [CH3:33][C:34]#[N:35].[Cl:1][c:2]1[cH:3][c:4]2[c:8]([c:9]([Cl:11])[cH:10]1)[N:7]([c:12]1[n:13][c:14]([CH3:24])[n:15][c:16]([NH:18][CH:19]([CH2:20][CH3:21])[CH2:22][CH3:23])[cH:17]1)[CH2:6][CH2:5]2.[Cl:25][N:26]1[C:27](=[O:28])[CH2:29][CH2:30][C:31]1=[O:32]>>[Cl:1][c:2]1[cH:3][c:4]2[c:8]([c:9]([Cl:11])[cH:10]1)[N:7]([c:12]1[n:13][c:14]([CH3:24])[n:15][c:16]([NH:18][CH:19]([CH2:20][CH3:21])[CH2:22][CH3:23])[c:17]1[Cl:25])[CH2:6][CH2:5]2. The reactants are ClC1=CC2=C(N=C(N2)C2=C(C=C(C(=O)NC3CC(N(C(C3)(C)C)C)(C)C)C=C2)OC)C=C1Cl (4-(5,6-dichlorobenzimidazol-2-yl)-N-(1,2,2,6,6-pentamethylpiperidin-4-yl)-3-methoxybenzamid), [OH-].[K+] (KOH), IC (Iodomethane). Solvent: CC(=O)C (acetone). Run at time 1 hour. Yields the product ClC1=CC2=C(N(C(=N2)C2=C(C=C(C(=O)NC3CC(N(C(C3)(C)C)C)(C)C)C=C2)OC)C)C=C1Cl (4-(5,6-Dichloro-1-methylbenzimidazol-2-yl)-N-(1,2,2,6,6-pentamethylpiperidin-4-yl)-3-methoxybenzamide). Isolated yield 132.4%. RXN SMILES: [Cl:1][C:2]1[C:32]([Cl:33])=[CH:31][C:5]2[N:6]=[C:7]([C:9]3[CH:28]=[CH:27][C:12]([C:13]([NH:15][CH:16]4[CH2:21][C:20]([CH3:23])([CH3:22])[N:19]([CH3:24])[C:18]([CH3:26])([CH3:25])[CH2:17]4)=[O:14])=[CH:11][C:10]=3[O:29][CH3:30])[NH:8][C:4]=2[CH:3]=1.[OH-].[K+].I[CH3:37]>CC(C)=O>[Cl:1][C:2]1[C:32]([Cl:33])=[CH:31][C:5]2[N:6]([CH3:37])[C:7]([C:9]3[CH:28]=[CH:27][C:12]([C:13]([NH:15][CH:16]4[CH2:21][C:20]([CH3:23])([CH3:22])[N:19]([CH3:24])[C:18]([CH3:25])([CH3:26])[CH2:17]4)=[O:14])=[CH:11][C:10]=3[O:29][CH3:30])=[N:8][C:4]=2[CH:3]=1 |f:1.2|. Reported procedure: A mixture of 4-(5,6-dichlorobenzimidazol-2-yl)-N-(1,2,2,6,6-pentamethylpiperidin-4-yl)-3-methoxybenzamid (0.16 g, 0.33 mmol), prepared as described in Example 4, and KOH (0.0185 g, 0.33 mmol) in acetone (8 ml) was stirred for 1 h at room temperature. Iodomethane (0.047 g, 0.033 mmol) was added and stirring was continued for 24 h. Solvent was removed under reduced pressure and the residue was partitioned between water and ethyl acetate. the organic layer was washed with brine, dried over Na2SO4, ...